Task: describe an organic reaction: reactants, conditions, products, and yield. Dataset: the Open Reaction Database (ORD), a public repository of structured organic reaction records Starting materials: CC1=CC=CC2=C1N(C(=N2)[C@H](C)N)C2=CC=CC=C2 ((S)-1-(7-methyl-1-phenyl-1H-benzoimidazol-2-yl)ethylamine), ClC1=C2N=CNC2=NC=N1 (6-chloro-9H-purine), CCN(C(C)C)C(C)C (DIPEA). Solvent: C(CCC)O (n-butanol). Conditions: temperature 140 celsius, time 1 hour. Yields the product CC1=CC=CC2=C1N(C(=N2)[C@H](C)NC2=C1N=CNC1=NC=N2)C2=CC=CC=C2 ((S)—N-(1-(7-methyl-1-phenyl-1H-benzo[d]imidazol-2-yl)ethyl)-9H-purin-6-amine). RXN SMILES: [CH3:1][C:2]1[C:7]2[N:8]([C:14]3[CH:19]=[CH:18][CH:17]=[CH:16][CH:15]=3)[C:9]([C@@H:11]([NH2:13])[CH3:12])=[N:10][C:6]=2[CH:5]=[CH:4][CH:3]=1.Cl[C:21]1[N:29]=[CH:28][N:27]=[C:26]2[C:22]=1[N:23]=[CH:24][NH:25]2.CCN(C(C)C)C(C)C>C(O)CCC>[CH3:1][C:2]1[C:7]2[N:8]([C:14]3[CH:19]=[CH:18][CH:17]=[CH:16][CH:15]=3)[C:9]([C@@H:11]([NH:13][C:21]3[N:29]=[CH:28][N:27]=[C:26]4[C:22]=3[N:23]=[CH:24][NH:25]4)[CH3:12])=[N:10][C:6]=2[CH:5]=[CH:4][CH:3]=1. Procedure: A mixture of (S)-1-(7-methyl-1-phenyl-1H-benzoimidazol-2-yl)ethylamine from Example 1 (100 mg, 0.398 mmol), 6-chloro-9H-purine (65 mg, 0.418 mmol) and DIPEA (77 μL, 0.438 mmol) in n-butanol (2 mL) was stirred at 140° C. for 1 h under microwave irradiation. Volatiles were removed under reduced pressure and the residue was partitioned between DCM and water. The organic phase was then separated, dried and concentrated in vacuo. The resulting crude material was purified by column chromatography (Si—... The reactants are COC1=C(C=C(C2=CC=CC=C12)O)C (4-methoxy-3-methyl-1-naphthol), [H-].[K+] (potassium hydride), C1(=CC=CC=C1)C (toluene), C(\C=C(/C)\CCC=C(C)C)Br (geranyl bromide). Run in petroleum ether. Run at time 24 hour. Yields the product CC1=C(C(=O)C2=CC=CC=C2C1=O)C/C=C(\C)/CCC=C(C)C (menaquinone-2). Reaction SMILES: C[O:2][C:3]1[C:12]2[C:7](=[CH:8][CH:9]=[CH:10][CH:11]=2)[C:6]([OH:13])=[CH:5][C:4]=1[CH3:14].[H-].[K+].C(Br)/[CH:18]=[C:19](/[CH2:21][CH2:22][CH:23]=[C:24]([CH3:26])[CH3:25])\[CH3:20].[C:28]1(C)C=CC=CC=1>>[CH3:28][C:5]1[C:6](=[O:13])[C:7]2[C:12](=[CH:11][CH:10]=[CH:9][CH:8]=2)[C:3](=[O:2])[C:4]=1[CH2:14]/[CH:18]=[C:19](/[CH2:21][CH2:22][CH:23]=[C:24]([CH3:26])[CH3:25])\[CH3:20] |f:1.2|. Procedure details: To dry toluene (40) are added 4-methoxy-3-methyl-1-naphthol (1.88 g) and potassium hydride (401 mg) followed by refluxing in nitrogen streams for an hour. After spontaneous cooling, geranyl bromide (1.95 g) is added and the mixture is stirred at room temperature for 24 hours. To the reaction mixture is added petroleum ether (100 ml) and the precipitated potassium bromide is filtered off and the solvent is distilled off at room temperature and under reduced pressure. The residue is dissolved in d... Reactants: ClC1=C(C(=CC(=C1)OCC=C(Cl)Cl)Cl)O (2,6-dichloro-4-(3,3-dichloro-2-propenyloxy)-phenol), C([O-])([O-])=O.[K+].[K+] (potassium carbonate), ice water, crude product, ClC1=CC=C(C=N1)CCl (6-chloro-3-(chloromethyl)pyridine). Run in CN(C=O)C (N,N-dimethylformamide), CN(C=O)C (N,N-dimethylformamide). Product: ClC=1C=C(C=C(C1OCC=1C=NC(=CC1)Cl)Cl)OCC=C(Cl)Cl (3,5-dichloro-4-(6-chloro-3-pyridylmethyloxy)-1-(3,3-dichloro-2-propenyloxy)benzene). Yield: 76.6%. As a reaction SMILES: [Cl:1][C:2]1[CH:7]=[C:6]([O:8][CH2:9][CH:10]=[C:11]([Cl:13])[Cl:12])[CH:5]=[C:4]([Cl:14])[C:3]=1[OH:15].C(=O)([O-])[O-].[K+].[K+].[Cl:22][C:23]1[N:28]=[CH:27][C:26]([CH2:29]Cl)=[CH:25][CH:24]=1>CN(C)C=O>[Cl:1][C:2]1[CH:7]=[C:6]([O:8][CH2:9][CH:10]=[C:11]([Cl:13])[Cl:12])[CH:5]=[C:4]([Cl:14])[C:3]=1[O:15][CH2:29][C:26]1[CH:27]=[N:28][C:23]([Cl:22])=[CH:24][CH:25]=1 |f:1.2.3|. Reported procedure: To a mixture of 0.40 g of 2,6-dichloro-4-(3,3-dichloro-2-propenyloxy)-phenol, 0.21 g of potassium carbonate and 20 ml of N,N-dimethylformamide was added dropwise a solution of 0.25 g of 6-chloro-3-(chloromethyl)pyridine dissolved in 5 ml of N,N-dimethylformamide, while stirring at room temperature. After stirring at room temperature for 7 hours, the reaction mixture was poured into ice-water, and extracted twice with 50 ml of diethyl ether. The combined ether layer was washed with water, dried w... The reactants are O=C(Cl)c1ccccc1, Cc1ccc2[nH]ccc2c1, O=C(O)c1ccccc1. Product: Cc1ccc2c(ccn2C(=O)c2ccccc2)c1. As a reaction SMILES: [C:11]([c:12]1[cH:13][cH:14][cH:15][cH:16][cH:17]1)(=[O:18])[Cl:19].[CH3:1][c:2]1[cH:3][c:4]2[cH:5][cH:6][nH:7][c:8]2[cH:9][cH:10]1.[OH:20][C:21]([c:22]1[cH:23][cH:24][cH:25][cH:26][cH:27]1)=[O:28]>>[CH3:1][c:2]1[cH:3][c:4]2[cH:5][cH:6][n:7]([C:11]([c:12]3[cH:13][cH:14][cH:15][cH:16][cH:17]3)=[O:18])[c:8]2[cH:9][cH:10]1. Reactants: COC(C1=CC(=C(C=C1)C#N)OCCCCC1=CC=CC=C1)=O (4-Cyano-3-(4-phenyl-butoxy)-benzoic acid methyl ester), [Li+].[BH4-] (LiBH4). The solvent is C1CCOC1 (THF), C1CCOC1 (THF). Reaction conditions: temperature 70 celsius. Product: OCC1=CC(=C(C#N)C=C1)OCCCCC1=CC=CC=C1 (4-Hydroxymethyl-2-(4-phenyl-butoxy)-benzonitrile). As a reaction SMILES: C[O:2][C:3](=O)[C:4]1[CH:9]=[CH:8][C:7]([C:10]#[N:11])=[C:6]([O:12][CH2:13][CH2:14][CH2:15][CH2:16][C:17]2[CH:22]=[CH:21][CH:20]=[CH:19][CH:18]=2)[CH:5]=1.[Li+].[BH4-]>C1COCC1>[OH:2][CH2:3][C:4]1[CH:9]=[CH:8][C:7]([C:10]#[N:11])=[C:6]([O:12][CH2:13][CH2:14][CH2:15][CH2:16][C:17]2[CH:18]=[CH:19][CH:20]=[CH:21][CH:22]=2)[CH:5]=1 |f:1.2|. Procedure details: 4-Cyano-3-(4-phenyl-butoxy)-benzoic acid methyl ester from step 1 (285.1 mg, 0.92 mmol) was dissolved in THF (4.6 ml). LiBH4 in THF (2 M, 923 μl, 1.85 mmol) was added. The reaction mixture was heated to 70° C. for 3 hours. The reaction mixture was quenched carefully with 3N HCl and then extracted with EtOAc (3×10 mL). The organic layers were combined, washed with brine, dried (MgSO4), filtered and concentrated to yield the desired product.